Dataset: the Open Reaction Database (ORD), a public repository of structured organic reaction records. Task: describe an organic reaction: reactants, conditions, products, and yield As a reaction SMILES: [C:56](=[O:57])([O-:58])[OH:59].[CH3:1][O:2][c:3]1[c:4]([CH2:9][CH2:10][C:11](=[O:12])[OH:13])[cH:5][cH:6][cH:7][cH:8]1.[CH3:26][N:27]([CH3:28])[CH2:29][CH2:30][CH2:31][N:32]=[C:33]=[N:34][CH2:35][CH3:36].[CH3:38][C:39]1([c:45]2[cH:46][c:47]([NH:51][S:52](=[O:53])(=[O:54])[CH3:55])[cH:48][cH:49][cH:50]2)[CH:40]2[CH2:41][NH:42][CH2:43][CH:44]12.[CH3:61][N:62]([CH3:63])[CH:64]=[O:65].[ClH:25].[ClH:37].[Na+:60].[OH2:14].[OH:15][n:16]1[c:17]2[cH:18][cH:19][cH:20][cH:21][c:22]2[n:23][n:24]1>>[CH3:1][O:2][c:3]1[c:4]([CH2:9][CH2:10][C:11](=[O:13])[N:42]2[CH2:41][CH:40]3[C:39]([CH3:38])([c:45]4[cH:46][c:47]([NH:51][S:52](=[O:53])(=[O:54])[CH3:55])[cH:48][cH:49][cH:50]4)[CH:44]3[CH2:43]2)[cH:5][cH:6][cH:7][cH:8]1. Product: COc1ccccc1CCC(=O)N1CC2C(C1)C2(C)c1cccc(NS(C)(=O)=O)c1. Starting materials: O=C([O-])O, COc1ccccc1CCC(=O)O, CCN=C=NCCCN(C)C, CC1(c2cccc(NS(C)(=O)=O)c2)C2CNCC21, CN(C)C=O, Cl, Cl, [Na+], O, On1nnc2ccccc21.